This data is from the Open Reaction Database (ORD), a public repository of structured organic reaction records. The task is: describe an organic reaction: reactants, conditions, products, and yield Starting materials: C([O-])([O-])=O.[Na+].[Na+] (sodium carbonate), C1=CC=CC=2C3=CC=CC=C3N(C12)N (9H-carbazol-9-amine), CCOCC.Cl (ether HCl), C1=CC=CC=2C3=CC=CC=C3NC12 (carbazole), ClC1=CC=NC2=CC=CC=C12 (4-chloroquinoline). Solvent: O (water), C(C)(C)O (isopropanol). The product is Cl.N1=CC=C(C2=CC=CC=C12)NN1C2=CC=CC=C2C=2C=CC=CC12 (N-(4-Quinolinyl)-9H-carbazol-9-amine hydrochloride). Reaction SMILES: [CH:1]1[C:13]2[N:12]([NH2:14])[C:11]3[C:6](=[CH:7][CH:8]=[CH:9][CH:10]=3)[C:5]=2[CH:4]=[CH:3][CH:2]=1.[CH:15]1[C:27]2[NH:26][C:25]3[C:20](=[CH:21][CH:22]=[CH:23][CH:24]=3)[C:19]=2C=CC=1.[Cl:28]C1C2C(=CC=CC=2)N=CC=1.CCOCC.Cl.C(=O)([O-])[O-].[Na+].[Na+]>C(O)(C)C.O>[ClH:28].[N:26]1[C:25]2[C:20](=[CH:21][CH:22]=[CH:23][CH:24]=2)[C:19]([NH:14][N:12]2[C:11]3[CH:10]=[CH:9][CH:8]=[CH:7][C:6]=3[C:5]3[C:13]2=[CH:1][CH:2]=[CH:3][CH:4]=3)=[CH:15][CH:27]=1 |f:3.4,5.6.7,10.11|. Procedure details: A solution of 9H-carbazol-9-amine (11 g, as an unquantified mixture with carbazole) and 4-chloroquinoline (10 g) in 100 ml isopropanol acidified with ether/HCl was refluxed for seven hours, and thereafter cooled, stirred with water, basified with sodium carbonate and extracted with ethyl acetate. The organic extract was washed successively with water and saturated sodium chloride solution, dried (anhy. MgSO4), filtered and concentrated to 20 g solid. This material was converted to the hydrochlor... Procedure: To a cooled (−78° C.) solution of LHMDS (36.5 mL, 1.0 M in THF, 36.5 mmol) was added tert-butyl acetate (4.92 mL, 36.5 mmol), dropwise. After 30 min, a solution of the title compound of Example 14 Step A (4.50 g, 12.2 mmol) in THF (12 mL) was added, and the mixture was held at −78° C. for 30 min, then was placed in a 0° C. bath. After 1.5 h, the reaction mixture was poured into sat. aq. NH4Cl and extracted twice with ethyl acetate. The combined organic phases were dried over anhydrous Na2SO4 and... The reactants are [Li+].C[Si](C)(C)[N-][Si](C)(C)C (LHMDS), [NH4+].[Cl-] (NH4Cl), C(C)(=O)OC(C)(C)C (tert-butyl acetate), C(C)(C)(C)C1=CC=C(CN2C(=CC3=CC(=CC=C23)Cl)C(=O)OCC)C=C1 (Ethyl 1-(4-tert-butylbenzyl)-5-chloro-1H-indole-2-carboxylate). Product: C(C)(C)(C)C1=CC=C(CN2C(=CC3=CC(=CC=C23)Cl)C(CC(=O)OC(C)(C)C)=O)C=C1 (tert-Butyl 3-[1-(4-tert-butylbenzyl)-5-chloro-1H-indol-2-yl]-3-oxopropanoate). Reaction SMILES: [Li+].C[Si]([N-][Si](C)(C)C)(C)C.[C:11]([O:14][C:15]([CH3:18])([CH3:17])[CH3:16])(=[O:13])[CH3:12].[C:19]([C:23]1[CH:44]=[CH:43][C:26]([CH2:27][N:28]2[C:36]3[C:31](=[CH:32][C:33]([Cl:37])=[CH:34][CH:35]=3)[CH:30]=[C:29]2[C:38](OCC)=[O:39])=[CH:25][CH:24]=1)([CH3:22])([CH3:21])[CH3:20].[NH4+].[Cl-]>C1COCC1>[C:19]([C:23]1[CH:44]=[CH:43][C:26]([CH2:27][N:28]2[C:36]3[C:31](=[CH:32][C:33]([Cl:37])=[CH:34][CH:35]=3)[CH:30]=[C:29]2[C:38](=[O:39])[CH2:12][C:11]([O:14][C:15]([CH3:18])([CH3:17])[CH3:16])=[O:13])=[CH:25][CH:24]=1)([CH3:22])([CH3:20])[CH3:21] |f:0.1,4.5|. Run in C1CCOC1 (THF). Run at time 30 minute.